describe an organic reaction: reactants, conditions, products, and yield From a dataset of the Open Reaction Database (ORD), a public repository of structured organic reaction records. Starting materials: COC1=CC=C(C=C1)CN1N=C(C(=C1)C1=C2C(=NC=C1)NC=C2)C2=CC=C(N)C=C2 (4-[1-{[4-(methyloxy)phenyl]methyl}-4-(1H-pyrrolo[2,3-b]pyridin-4-yl)-1H-pyrazol-3-yl]aniline), C1(=CC=CC=C1)N=C=O (phenyl isocyanate). The product is COC1=CC=C(C=C1)CN1N=C(C(=C1)C1=C2C(=NC=C1)NC=C2)C2=CC=C(C=C2)NC(=O)NC2=CC=CC=C2 (N-{4-[1-{[4-(methyloxy)phenyl]methyl}-4-(1H-pyrrolo[2,3-b]pyridin-4-yl)-1H-pyrazol-3-yl]phenyl}-N′-phenylurea). As a reaction SMILES: [CH3:1][O:2][C:3]1[CH:8]=[CH:7][C:6]([CH2:9][N:10]2[CH:14]=[C:13]([C:15]3[CH:20]=[CH:19][N:18]=[C:17]4[NH:21][CH:22]=[CH:23][C:16]=34)[C:12]([C:24]3[CH:30]=[CH:29][C:27]([NH2:28])=[CH:26][CH:25]=3)=[N:11]2)=[CH:5][CH:4]=1.[C:31]1([N:37]=[C:38]=[O:39])[CH:36]=[CH:35][CH:34]=[CH:33][CH:32]=1>>[CH3:1][O:2][C:3]1[CH:4]=[CH:5][C:6]([CH2:9][N:10]2[CH:14]=[C:13]([C:15]3[CH:20]=[CH:19][N:18]=[C:17]4[NH:21][CH:22]=[CH:23][C:16]=34)[C:12]([C:24]3[CH:30]=[CH:29][C:27]([NH:28][C:38]([NH:37][C:31]4[CH:36]=[CH:35][CH:34]=[CH:33][CH:32]=4)=[O:39])=[CH:26][CH:25]=3)=[N:11]2)=[CH:7][CH:8]=1. Reported procedure: Following the procedure described in Example 1 with crude 4-[1-{[4-(methyloxy)phenyl]methyl}-4-(1H-pyrrolo[2,3-b]pyridin-4-yl)-1H-pyrazol-3-yl]aniline and phenyl isocyanate provided the title product. ESMS [M+H]+: 515.4 Starting materials: C(C(=O)N)(=O)OCC (ethyl oxamate), NC1CC(NC(C1)(C)C)(C)C (4-amino-2,2,6,6-tetramethylpiperidine). Run at time 3 hour. Product: CC1(NC(CC(C1)NC(=O)C(=O)N)(C)C)C (N-(2,2,6,6-tetramethyl-4-piperidinyl)oxamide). Reaction SMILES: [C:1]([O:6]CC)(=O)[C:2]([NH2:4])=[O:3].[NH2:9][CH:10]1[CH2:15][C:14]([CH3:17])([CH3:16])[NH:13][C:12]([CH3:19])([CH3:18])[CH2:11]1>>[CH3:18][C:12]1([CH3:19])[CH2:11][CH:10]([NH:9][C:1]([C:2]([NH2:4])=[O:3])=[O:6])[CH2:15][C:14]([CH3:17])([CH3:16])[NH:13]1. Procedure details: The filtrate was transferred back to the 250 ml 3-neck flask and another 30.5 g of ethyl oxamate was added. An additional 39 g of 4-amino-2,2,6,6-tetramethylpiperidine were added over 7 minutes as the temperature slowly rose to 28° C. The reaction was stirred 3 hours and filtered. After air drying overnight, the filter cake weighed 50.0 g and had a melting point of 198°-200° C. Yields the product Cc1ccc2nc(C)c(-c3sc(-c4ncnn4C)cc3Cl)n2n1. Reactants: Cn1ncnc1-c1cc(Cl)c(Br)s1, O=C([O-])[O-], Cc1cn2nc(C)ccc2n1, ClCCl, [Cs+], [Cs+], N#N, CC(=O)[O-], CC(=O)[O-], CN(C)C=O, [Pd+2], c1ccc(P(c2ccccc2)c2ccccc2)cc1. RXN SMILES: [Br:12][c:13]1[c:14]([Cl:24])[cH:15][c:16](-[c:18]2[n:19][cH:20][n:21][n:22]2[CH3:23])[s:17]1.[C:25](=[O:26])([O-:27])[O-:28].[CH3:1][c:2]1[n:3][c:4]2[n:5]([n:6][c:7]([CH3:10])[cH:8][cH:9]2)[cH:11]1.[Cl:52][CH2:53][Cl:54].[Cs+:29].[Cs+:30].[N:31]#[N:32].[O-:56][C:57]([CH3:58])=[O:59].[O-:60][C:61]([CH3:62])=[O:63].[O:64]=[CH:65][N:66]([CH3:67])[CH3:68].[Pd+2:55].[c:33]1([P:34]([c:35]2[cH:36][cH:37][cH:38][cH:39][cH:40]2)[c:41]2[cH:42][cH:43][cH:44][cH:45][cH:46]2)[cH:47][cH:48][cH:49][cH:50][cH:51]1>>[CH3:1][c:2]1[n:3][c:4]2[n:5]([n:6][c:7]([CH3:10])[cH:8][cH:9]2)[c:11]1-[c:13]1[c:14]([Cl:24])[cH:15][c:16](-[c:18]2[n:19][cH:20][n:21][n:22]2[CH3:23])[s:17]1. Starting materials: C1CCOC1, C=CCC(CC=C)(COc1cc(C)c(-c2ccc(C(F)(F)F)cc2)c(C)c1)c1ccc(C(=O)NCCC(=O)OC)cc1, Cl, [Li+], [OH-], O. The product is C=CCC(CC=C)(COc1cc(C)c(-c2ccc(C(F)(F)F)cc2)c(C)c1)c1ccc(C(=O)NCCC(=O)O)cc1. RXN SMILES: [CH2:46]1[O:47][CH2:48][CH2:49][CH2:50]1.[CH3:1][O:2][C:3]([CH2:4][CH2:5][NH:6][C:7]([c:8]1[cH:9][cH:10][c:11]([C:14]([CH2:15][CH:16]=[CH2:17])([CH2:18][O:19][c:20]2[cH:21][c:22]([CH3:37])[c:23](-[c:27]3[cH:28][cH:29][c:30]([C:33]([F:34])([F:35])[F:36])[cH:31][cH:32]3)[c:24]([CH3:26])[cH:25]2)[CH2:38][CH:39]=[CH2:40])[cH:12][cH:13]1)=[O:41])=[O:42].[ClH:45].[Li+:44].[OH-:43].[OH2:51]>>[O:2]=[C:3]([CH2:4][CH2:5][NH:6][C:7]([c:8]1[cH:9][cH:10][c:11]([C:14]([CH2:15][CH:16]=[CH2:17])([CH2:18][O:19][c:20]2[cH:21][c:22]([CH3:37])[c:23](-[c:27]3[cH:28][cH:29][c:30]([C:33]([F:34])([F:35])[F:36])[cH:31][cH:32]3)[c:24]([CH3:26])[cH:25]2)[CH2:38][CH:39]=[CH2:40])[cH:12][cH:13]1)=[O:41])[OH:42].